This data is from the Open Reaction Database (ORD), a public repository of structured organic reaction records. The task is: describe an organic reaction: reactants, conditions, products, and yield The reactants are Cl (HCl), COC(CC(COC)N1C(N(C2=C1C=CC=C2)CC2=CN(C1=CC=CC(=C21)C)C)=O)=O (3-[3-(1,4-Dimethyl-1H-indol-3-ylmethyl)-2-oxo-2,3-dihydro-benzimidazol-1-yl]-4-methoxy-butyric acid methyl ester), LiOH monohydrate. Run in O (water), O1CCOCC1 (1,4-dioxane), O (water). Reaction conditions: time 2 hour. The product is CN1C=C(C2=C(C=CC=C12)C)CN1C(N(C2=C1C=CC=C2)C(CC(=O)O)COC)=O (3-[3-(1,4-Dimethyl-1H-indol-3-ylmethyl)-2-oxo-2,3-dihydro-benzimidazol-1-yl]-4-methoxy-butyric acid). Yield: 12.8%. RXN SMILES: C[O:2][C:3](=[O:31])[CH2:4][CH:5]([N:9]1[C:13]2[CH:14]=[CH:15][CH:16]=[CH:17][C:12]=2[N:11]([CH2:18][C:19]2[C:27]3[C:22](=[CH:23][CH:24]=[CH:25][C:26]=3[CH3:28])[N:21]([CH3:29])[CH:20]=2)[C:10]1=[O:30])[CH2:6][O:7][CH3:8].Cl>O1CCOCC1.O>[CH3:29][N:21]1[C:22]2[C:27](=[C:26]([CH3:28])[CH:25]=[CH:24][CH:23]=2)[C:19]([CH2:18][N:11]2[C:12]3[CH:17]=[CH:16][CH:15]=[CH:14][C:13]=3[N:9]([CH:5]([CH2:6][O:7][CH3:8])[CH2:4][C:3]([OH:31])=[O:2])[C:10]2=[O:30])=[CH:20]1. Reported procedure: To a solution of 3-[3-(1,4-Dimethyl-1H-indol-3-ylmethyl)-2-oxo-2,3-dihydro-benzimidazol-1-yl]-4-methoxy-butyric acid methyl ester (200 mg, 0.48 mmol) in 1,4-dioxane (2.0 mL) is added LiOH monohydrate (25 mg, 0.59 mmol) in water (2.0 mL) at room temperature. The solution is stirred at the same temperature for 2 hours. Then 1.0 mL of 1.0 M HCl solution is added along with 10 mL of water. Then the mixture is extracted with EtOAc (3×25 mL) and the organic layers are combined, dried and concentrated ...